Dataset: the Open Reaction Database (ORD), a public repository of structured organic reaction records. Task: describe an organic reaction: reactants, conditions, products, and yield Yields the product FC=1C=CC(=NC1)NC(=O)C1=NC(=CC=C1NC=1N(N=CC1)C)C (6-Methyl-3-(2-methyl-2H-pyrazol-3-ylamino)-pyridine-2-carboxylic acid (5-fluoro-pyridin-2-yl)-amide). Reported procedure: The title compound, was prepared from 6-Methyl-3-(2-methyl-2H-pyrazol-3-ylamino)-pyridine-2-carboxylic acid ethyl ester and 2-Amino-5-fluoropyridine in accordance with the general method of Example 78, step 2 to yield the final compound as a yellow crystalline solid, MS (ISP): m/e=327.0 (M+H+). The reactants are C(C)OC(=O)C1=NC(=CC=C1NC=1N(N=CC1)C)C (6-Methyl-3-(2-methyl-2H-pyrazol-3-ylamino)-pyridine-2-carboxylic acid ethyl ester), NC1=NC=C(C=C1)F (2-Amino-5-fluoropyridine). As a reaction SMILES: C(O[C:4]([C:6]1[C:11]([NH:12][C:13]2[N:14]([CH3:18])[N:15]=[CH:16][CH:17]=2)=[CH:10][CH:9]=[C:8]([CH3:19])[N:7]=1)=[O:5])C.[NH2:20][C:21]1[CH:26]=[CH:25][C:24]([F:27])=[CH:23][N:22]=1>>[F:27][C:24]1[CH:25]=[CH:26][C:21]([NH:20][C:4]([C:6]2[C:11]([NH:12][C:13]3[N:14]([CH3:18])[N:15]=[CH:16][CH:17]=3)=[CH:10][CH:9]=[C:8]([CH3:19])[N:7]=2)=[O:5])=[N:22][CH:23]=1. The product is Nc1n[nH]c2cccc(C(F)(F)F)c12. Starting materials: CCOC(=O)n1nc2cccc(C(F)(F)F)c2c1N, CCOC(=O)OC(=O)OCC. As a reaction SMILES: [CH2:1]([O:2][C:3](=[O:4])[n:6]1[n:7][c:8]2[cH:9][cH:10][cH:11][c:12]([C:16]([F:17])([F:18])[F:19])[c:13]2[c:14]1[NH2:15])[CH3:5].[CH2:20]([O:21][C:22]([O:23][C:24]([O:25][CH2:26][CH3:27])=[O:28])=[O:29])[CH3:30]>>[n:6]1[nH:7][c:8]2[cH:9][cH:10][cH:11][c:12]([C:16]([F:17])([F:18])[F:19])[c:13]2[c:14]1[NH2:15]. The reactants are ClC(=O)N([C@H]1CN(CCC1)C(=O)OCC1=CC=CC=C1)[C@H](C)C1=CC=CC2=CC=CC=C12 (benzyl (R)-3-[chlorocarbonyl-(R)-1-(naphthalen-1-yl)ethylamino]piperidine-1-carboxylate), O (water). The solvent is O1CCCC1 (tetrahydrofuran). Product: C1(=CC=CC2=CC=CC=C12)[C@@H](C)N[C@H]1CN(CCC1)C(=O)OCC1=CC=CC=C1 (benzyl (R)-3-[(R)-1-(naphthalen-1-yl)ethylamino]piperidine-1-carboxylate). Yield: 51.7%. Reaction SMILES: ClC([N:4]([C@@H:21]([C:23]1[C:32]2[C:27](=[CH:28][CH:29]=[CH:30][CH:31]=2)[CH:26]=[CH:25][CH:24]=1)[CH3:22])[C@@H:5]1[CH2:10][CH2:9][CH2:8][N:7]([C:11]([O:13][CH2:14][C:15]2[CH:20]=[CH:19][CH:18]=[CH:17][CH:16]=2)=[O:12])[CH2:6]1)=O.O>O1CCCC1>[C:23]1([C@H:21]([NH:4][C@@H:5]2[CH2:10][CH2:9][CH2:8][N:7]([C:11]([O:13][CH2:14][C:15]3[CH:20]=[CH:19][CH:18]=[CH:17][CH:16]=3)=[O:12])[CH2:6]2)[CH3:22])[C:32]2[C:27](=[CH:28][CH:29]=[CH:30][CH:31]=2)[CH:26]=[CH:25][CH:24]=1. Reported procedure: To a solution containing 54.6 g of benzyl (R)-3-[chlorocarbonyl-(R)-1-(naphthalen-1-yl)ethylamino]piperidine-1-carboxylate dissolved in 700 ml of tetrahydrofuran was added 350 ml of water, and the mixture was stirred under reflux for 15 hours. After tetrahydrofuran was evaporated, a saturated aqueous sodium bicarbonate solution and chloroform were added thereto, the mixture was stirred and the liquids were separated. The organic layer was dried and concentrated, and the residue was purified by s... Reactants: CN(C)c1ccc(N)cc1, COc1cccc(-c2nc(N3CCOCC3)nc3c2CCN3c2ccc(N(C)C)cc2)c1, COc1cccc(-c2nc(N3CCOCC3)nc(Cl)c2CCCl)c1. The product is CN(C)c1ccc(N2CCc3c(-c4cccc(O)c4)nc(N4CCOCC4)nc32)cc1. RXN SMILES: [CH3:25][N:26]([CH3:27])[c:28]1[cH:29][cH:30][c:31]([NH2:32])[cH:33][cH:34]1.[CH3:35][O:36][c:37]1[cH:38][c:39](-[c:43]2[c:44]3[c:45]([n:46][c:47]([N:49]4[CH2:50][CH2:51][O:52][CH2:53][CH2:54]4)[n:48]2)[N:55]([c:58]2[cH:59][cH:60][c:61]([N:64]([CH3:65])[CH3:66])[cH:62][cH:63]2)[CH2:56][CH2:57]3)[cH:40][cH:41][cH:42]1.[Cl:1][c:2]1[c:3]([CH2:4][CH2:5][Cl:6])[c:7](-[c:8]2[cH:9][cH:10][cH:11][c:12]([O:13][CH3:14])[cH:15]2)[n:16][c:17]([N:18]2[CH2:19][CH2:20][O:21][CH2:22][CH2:23]2)[n:24]1>>[OH:36][c:37]1[cH:38][c:39](-[c:43]2[c:44]3[c:45]([n:46][c:47]([N:49]4[CH2:50][CH2:51][O:52][CH2:53][CH2:54]4)[n:48]2)[N:55]([c:58]2[cH:59][cH:60][c:61]([N:64]([CH3:65])[CH3:66])[cH:62][cH:63]2)[CH2:56][CH2:57]3)[cH:40][cH:41][cH:42]1. The reactants are [Li]CCCC (n-BuLi), OO (hydrogen peroxide), B(OC)(OC)OC (trimethyl borate), CC1(NC(CCC1)(C)C)C (2,2,6,6-tetramethylpiperidine), BrC1=CC(=C(C2=C1C=C(O2)C)F)F (4-bromo-6,7-difluoro-2-methylbenzofuran), Cl (HCl). The solvent is C1CCOC1 (THF), C(C)(=O)O (acetic acid), C1CCOC1 (THF), O (Water). Conditions: time 30 minute. Yields the product BrC1=C(C(=C(C2=C1C=C(O2)C)F)F)O (4-bromo-6,7-difluoro-2-methylbenzofuran-5-ol). As a reaction SMILES: [Li]CCCC.CC1(C)CCCC(C)(C)N1.[Br:16][C:17]1[C:22]2[CH:23]=[C:24]([CH3:26])[O:25][C:21]=2[C:20]([F:27])=[C:19]([F:28])[CH:18]=1.B(OC)(OC)[O:30]C.OO.Cl>C1COCC1.O.C(O)(=O)C>[Br:16][C:17]1[C:22]2[CH:23]=[C:24]([CH3:26])[O:25][C:21]=2[C:20]([F:27])=[C:19]([F:28])[C:18]=1[OH:30]. Reported procedure: 107.1 ml (0.17 mol) of n-BuLi (15% soln. in hexane) are initially introduced at −70° C. in 150 ml of THF, and 29.0 ml (0.17 mol) of 2,2,6,6-tetramethylpiperidine are added. After 30 min at this temperature, a solution of 38.3 g (0.16 mol) of 4-bromo-6,7-difluoro-2-methylbenzofuran in 100 ml of THF is metered in. After 3 h at this temperature, 19.1 ml (0.17 mol) of trimethyl borate are added dropwise, and the batch is warmed to room temperature. 40 ml of dilute acetic acid (about 30%) are added, ... Starting materials: FC1=CC=C(COC2=CC(=CC=3C(CCC(C23)(C)C)(C)C)C(C#C)O)C=C1 (1-[4-(4-fluorobenzyloxy)-5,5,8,8-tetramethyl-5,6,7,8-tetrahydro-2-naphthyl]prop-2-yn-1-ol), IC1=CC=C(C(=O)O)C=C1 (4-iodobenzoic acid). The reagents and catalysts are Cl[Pd]([P](C1=CC=CC=C1)(C2=CC=CC=C2)C3=CC=CC=C3)([P](C4=CC=CC=C4)(C5=CC=CC=C5)C6=CC=CC=C6)Cl (bis(triphenylphosphine)dichloropalladium), [Cu](I)I (copper iodide). Product: FC1=CC=C(COC2=CC(=CC=3C(CCC(C23)(C)C)(C)C)C(C#CC2=CC=C(C(=O)O)C=C2)O)C=C1 (4-{3-[4-(4-fluorobenzyloxy)-5,5,8,8-tetramethyl-5,6,7,8-tetrahydro-2-naphthyl]-3-hydroxy-prop-1-ynyl}benzoic acid). Yield: 67.0%. As a reaction SMILES: [F:1][C:2]1[CH:27]=[CH:26][C:5]([CH2:6][O:7][C:8]2[C:17]3[C:16]([CH3:19])([CH3:18])[CH2:15][CH2:14][C:13]([CH3:21])([CH3:20])[C:12]=3[CH:11]=[C:10]([CH:22]([OH:25])[C:23]#[CH:24])[CH:9]=2)=[CH:4][CH:3]=1.I[C:29]1[CH:37]=[CH:36][C:32]([C:33]([OH:35])=[O:34])=[CH:31][CH:30]=1>[Cu](I)I.Cl[Pd](Cl)([P](C1C=CC=CC=1)(C1C=CC=CC=1)C1C=CC=CC=1)[P](C1C=CC=CC=1)(C1C=CC=CC=1)C1C=CC=CC=1>[F:1][C:2]1[CH:3]=[CH:4][C:5]([CH2:6][O:7][C:8]2[C:17]3[C:16]([CH3:18])([CH3:19])[CH2:15][CH2:14][C:13]([CH3:21])([CH3:20])[C:12]=3[CH:11]=[C:10]([CH:22]([OH:25])[C:23]#[C:24][C:29]3[CH:37]=[CH:36][C:32]([C:33]([OH:35])=[O:34])=[CH:31][CH:30]=3)[CH:9]=2)=[CH:26][CH:27]=1 |^1:43,62|. Procedure: In a manner similar to that of Example 1g, by reacting 580 mg (1.6 mmol) of 1-[4-(4-fluorobenzyloxy)-5,5,8,8-tetramethyl-5,6,7,8-tetrahydro-2-naphthyl]prop-2-yn-1-ol with 330 mg (1.3 mmol) of 4-iodobenzoic acid in the presence of 12 mg of copper iodide and 23 mg of bis(triphenylphosphine)dichloropalladium. The desired product is obtained in the form of beige-colored crystals (m=420 mg; yield=67%; m.p. 188° C.).